From a dataset of the Open Reaction Database (ORD), a public repository of structured organic reaction records. describe an organic reaction: reactants, conditions, products, and yield Reactants: C(C)(C)C=1N=C(SC1)/C=C/C1=CC=2N(C(C(=C(N2)OCC2COCC2)/C=C/C(=O)OC(C)(C)C)=O)C=C1 (tert-butyl (E)-3-{8-[(E)-2-(4-isopropyl-1,3-thiazol-2-yl)-1-ethenyl]-4-oxo-2-(tetrahydro-3-furanylmethoxy)-4H-pyrido[1,2-a]pyrimidin-3-yl}-2-propenoate), C(C)(C)C=1N=C(SC1)/C=C/C1=CC=2N(C(C(=C(N2)OCC2COCC2)/C=C/C(=O)OC(C)(C)C)=O)C=C1 (tert-Butyl (E)-3-{8-[(E)-2-(4-isopropyl-1,3-thiazol-2-yl)-1-ethenyl]-4-oxo-2-(tetrahydro-3-furanylmethoxy)-4H-pyrido[1,2-a]pyrimidin-3-yl}-2-propenoate), Cl (hydrochloric acid). Run in O1CCOCC1 (1,4-dioxane), O1CCOCC1 (1,4-dioxane). Reaction conditions: time 16.25 hour. Product: C(C)(C)C=1N=C(SC1)/C=C/C1=CC=2N(C(C(=C(N2)OCC2COCC2)/C=C/C(=O)O)=O)C=C1 ((E)-3-{8-[(E)-2-(4-Isopropyl-1,3-thiazol-2-yl)-1-ethenyl]-4-oxo-2-(tetrahydro-3-furanylmethoxy)-4H-pyrido[1,2-a]pyrimidin-3-yl}-2-propenoic acid). The yield is 85.4%. Reaction SMILES: [CH:1]([C:4]1[N:5]=[C:6](/[CH:9]=[CH:10]/[C:11]2[CH:37]=[CH:36][N:14]3[C:15](=[O:35])[C:16](/[CH:26]=[CH:27]/[C:28]([O:30]C(C)(C)C)=[O:29])=[C:17]([O:19][CH2:20][CH:21]4[CH2:25][CH2:24][O:23][CH2:22]4)[N:18]=[C:13]3[CH:12]=2)[S:7][CH:8]=1)([CH3:3])[CH3:2].Cl>O1CCOCC1>[CH:1]([C:4]1[N:5]=[C:6](/[CH:9]=[CH:10]/[C:11]2[CH:37]=[CH:36][N:14]3[C:15](=[O:35])[C:16](/[CH:26]=[CH:27]/[C:28]([OH:30])=[O:29])=[C:17]([O:19][CH2:20][CH:21]4[CH2:25][CH2:24][O:23][CH2:22]4)[N:18]=[C:13]3[CH:12]=2)[S:7][CH:8]=1)([CH3:3])[CH3:2]. Reported procedure: The tert-butyl (E)-3-{8-[(E)-2-(4-isopropyl-1,3-thiazol-2-yl)-1-ethenyl]-4-oxo-2-(tetrahydro-3-furanylmethoxy)-4H-pyrido[1,2-a]pyrimidin-3-yl}-2-propenoate (101 mg, 0.193 mmol) obtained in (B) was dissolved in 1,4-dioxane (1.6 ml), added with 4 N hydrochloric acid in 1,4-dioxane (3.2 ml), and then the mixture was stirred at room temperature for 16.25 hours. The reaction solution was concentrated, added with saturated aqueous sodium hydrogencarbonate, neutralized with phosphate buffer (pH 7-8), a... Reactants: COC(=O)[C@H]1N(C[C@@H](C1)S(=O)(=O)C1=C(C=CC=C1)C(F)(F)F)C=1N(N=C(C1)C)C1CCOCC1 ((2S,4R)-1-[5-methyl-2-(tetrahydro-pyran-4-yl)-2H-pyrazol-3-yl]-4-(2-trifluoromethyl-benzenesulfonyl)-pyrrolidine-2-carboxylic acid methyl ester), [OH-].[Li+] (lithium hydroxide). Yields the product CC=1C=C(N(N1)C1CCOCC1)N1[C@@H](C[C@H](C1)S(=O)(=O)C1=C(C=CC=C1)C(F)(F)F)C(=O)O ((2S,4R)-1-[5-Methyl-2-(tetrahydro-pyran-4-yl)-2H-pyrazol-3-yl]-4-(2-trifluoromethyl-benzenesulfonyl)-pyrrolidine-2-carboxylic acid). RXN SMILES: C[O:2][C:3]([C@@H:5]1[CH2:9][C@@H:8]([S:10]([C:13]2[CH:18]=[CH:17][CH:16]=[CH:15][C:14]=2[C:19]([F:22])([F:21])[F:20])(=[O:12])=[O:11])[CH2:7][N:6]1[C:23]1[N:24]([CH:29]2[CH2:34][CH2:33][O:32][CH2:31][CH2:30]2)[N:25]=[C:26]([CH3:28])[CH:27]=1)=[O:4].[OH-].[Li+]>>[CH3:28][C:26]1[CH:27]=[C:23]([N:6]2[CH2:7][C@H:8]([S:10]([C:13]3[CH:18]=[CH:17][CH:16]=[CH:15][C:14]=3[C:19]([F:20])([F:21])[F:22])(=[O:12])=[O:11])[CH2:9][C@H:5]2[C:3]([OH:4])=[O:2])[N:24]([CH:29]2[CH2:30][CH2:31][O:32][CH2:33][CH2:34]2)[N:25]=1 |f:1.2|. Procedure: In analogy to the procedure described in example 253e, (2S,4R)-1-[5-methyl-2-(tetrahydro-pyran-4-yl)-2H-pyrazol-3-yl]-4-(2-trifluoromethyl-benzenesulfonyl)-pyrrolidine-2-carboxylic acid methyl ester was saponified in the presence of lithium hydroxide to give the title compound as orange oil. The reactants are C(C)(C)N (isopropylamine), ClC=1C=C(C(=O)OO)C=CC1 (3-chloroperoxybenzoic acid), FC1=NC=CC(=C1)C1=NN2C(C=CC=C2)=C1C1=NC(=NC=C1)SC (2-(2-Fluoro-4-pyridinyl)-3-[2-(methylsulfanyl)-4-pyrimidinyl]pyrazolo[1,5-a]pyridine). Solvent: ClCCl (dichloromethane), ClCCl (dichloromethane), ClCCl (dichloromethane). Conditions: temperature 0 celsius, time 10 minute. The product is FC1=NC=CC(=C1)C1=NN2C(C=CC=C2)=C1C1=NC(=NC=C1)NC(C)C (4-[2-(2-Fluoro-4-pyridinyl)pyrazolo[1,5-a]pyridin-3-yl]-N-isopropyl-2-pyrimidinamine). The yield is 48.0%. Reaction SMILES: [F:1][C:2]1[CH:7]=[C:6]([C:8]2[C:16]([C:17]3[CH:22]=[CH:21][N:20]=[C:19](SC)[N:18]=3)=[C:11]3[CH:12]=[CH:13][CH:14]=[CH:15][N:10]3[N:9]=2)[CH:5]=[CH:4][N:3]=1.ClC1C=C(C=CC=1)C(OO)=O.[CH:36]([NH2:39])([CH3:38])[CH3:37]>ClCCl>[F:1][C:2]1[CH:7]=[C:6]([C:8]2[C:16]([C:17]3[CH:22]=[CH:21][N:20]=[C:19]([NH:39][CH:36]([CH3:38])[CH3:37])[N:18]=3)=[C:11]3[CH:12]=[CH:13][CH:14]=[CH:15][N:10]3[N:9]=2)[CH:5]=[CH:4][N:3]=1. Reported procedure: 2-(2-Fluoro-4-pyridinyl)-3-[2-(methylsulfanyl)-4-pyrimidinyl]pyrazolo[1,5-a]pyridine (0.18 g, 0.53 mmol) was dissolved in dichloromethane (10 mL) and the resulting solution cooled to 0° C. in an ice bath. To this solution was added dropwise 3-chloroperoxybenzoic acid (230 mg, 57–86%) in dichloromethane. This reaction mixture was stirred at 0° C. for 10 minutes. Additional dichloromethane was added and the reaction mixture was extracted with saturated aqueous potassium carbonate. The organic phas... Reactants: CN(C)C=O, CCO, Fc1ccc2c(C3CCNCC3)noc2c1, c1cc(OCC2CO2)cc(-c2noc3ncccc23)c1. Yields the product OC(COc1cccc(-c2noc3ncccc23)c1)CN1CCC(c2noc3cc(F)ccc23)CC1. Reaction SMILES: [CH3:37][N:38]([CH3:39])[CH:40]=[O:41].[CH3:42][CH2:43][OH:44].[F:21][c:22]1[cH:23][c:24]2[c:25]([c:26]([CH:29]3[CH2:30][CH2:31][NH:32][CH2:33][CH2:34]3)[n:27][o:28]2)[cH:35][cH:36]1.[O:1]1[CH:2]([CH2:4][O:5][c:6]2[cH:7][c:8](-[c:12]3[n:13][o:14][c:15]4[n:16][cH:17][cH:18][cH:19][c:20]34)[cH:9][cH:10][cH:11]2)[CH2:3]1>>[OH:1][CH:2]([CH2:3][N:32]1[CH2:31][CH2:30][CH:29]([c:26]2[c:25]3[c:24]([cH:23][c:22]([F:21])[cH:36][cH:35]3)[o:28][n:27]2)[CH2:34][CH2:33]1)[CH2:4][O:5][c:6]1[cH:7][c:8](-[c:12]2[n:13][o:14][c:15]3[n:16][cH:17][cH:18][cH:19][c:20]23)[cH:9][cH:10][cH:11]1. Reaction SMILES: [CH3:1][O:2][CH2:3][CH2:4][S:5][c:6]1[cH:7][c:8]([O:28][c:29]2[c:30]([CH3:36])[n:31][n:32]([CH3:35])[c:33]2[CH3:34])[c:9]([NH:12][c:13]2[n:14][c:15]([CH:18]3[O:19][C:20]4([O:21][CH2:22]3)[CH2:23][CH2:24][CH2:25][CH2:26][CH2:27]4)[n:16][s:17]2)[n:10][cH:11]1.[CH3:38][CH2:39][OH:40].[ClH:37]>>[CH3:1][O:2][CH2:3][CH2:4][S:5][c:6]1[cH:7][c:8]([O:28][c:29]2[c:30]([CH3:36])[n:31][n:32]([CH3:35])[c:33]2[CH3:34])[c:9]([NH:12][c:13]2[n:14][c:15]([CH:18]([OH:19])[CH2:22][OH:21])[n:16][s:17]2)[n:10][cH:11]1.[ClH:37]. Reactants: COCCSc1cnc(Nc2nc(C3COC4(CCCCC4)O3)ns2)c(Oc2c(C)nn(C)c2C)c1, CCO, Cl. Product: COCCSc1cnc(Nc2nc(C(O)CO)ns2)c(Oc2c(C)nn(C)c2C)c1, Cl. Starting materials: S1C(=NC2=C1C=CC=C2)SC[C@@H](C)NC=2C=1N=CN([C@H]3[C@H](O)[C@H](O)[C@@H](CO)O3)C1N=C(N2)Br (N-[(R)-1-(2-benzothiazolyl)thio-2-propyl]-2-bromoadenosine), C(C)N (ethylamine). Solvent: O1CCOCC1 (dioxan). The product is S1C(=NC2=C1C=CC=C2)SC[C@@H](C)NC=2C=1N=CN([C@H]3[C@H](O)[C@H](O)[C@@H](CO)O3)C1N=C(N2)NCC (N-[(R)-1-(2-benzothiazolyl)thio-2-propyl]-2-(ethylamino)adenosine). As a reaction SMILES: [S:1]1[C:5]2[CH:6]=[CH:7][CH:8]=[CH:9][C:4]=2[N:3]=[C:2]1[S:10][CH2:11][C@H:12]([NH:14][C:15]1[C:16]2[N:17]=[CH:18][N:19]([C:29]=2[N:30]=[C:31](Br)[N:32]=1)[C@@H:20]1[O:28][C@H:25]([CH2:26][OH:27])[C@@H:23]([OH:24])[C@H:21]1[OH:22])[CH3:13].[CH2:34]([NH2:36])[CH3:35]>O1CCOCC1>[S:1]1[C:5]2[CH:6]=[CH:7][CH:8]=[CH:9][C:4]=2[N:3]=[C:2]1[S:10][CH2:11][C@H:12]([NH:14][C:15]1[C:16]2[N:17]=[CH:18][N:19]([C:29]=2[N:30]=[C:31]([NH:36][CH2:34][CH3:35])[N:32]=1)[C@@H:20]1[O:28][C@H:25]([CH2:26][OH:27])[C@@H:23]([OH:24])[C@H:21]1[OH:22])[CH3:13]. Reported procedure: The title compound was prepared according to general method B by reaction of N-[(R)-1-(2-benzothiazolyl)thio-2-propyl]-2-bromoadenosine (Example 7) (0.24 g, 0.35 mmol) with 70% w/w aqueous ethylamine (0.23 g) in dioxan (10ml) in a sealed vessel at 100° C. to provide the desired N-[(R)-1-(2-benzothiazolyl)thio-2-propyl]-2-(ethylamino)adenosine as a foam (following column chromatography), 1H NMR (DMSO-d6) δ 1.04 (3H, br t, --NCH2CH3), 1.42 (3H, d, --CHCH3), 3.20 (3H, br m, --NCH2CH3), 3.55-3.80 (4... Reactants: ClC1=C(OC(C(=O)OC)C)C=CC(=C1)Cl (methyl 2-(2',4'-dichlorophenoxy)-propionate), C1(CCC(N1)=O)=O (succinimide), BrN1C(CCC1=O)=O (N-bromosuccinimide), N(=NC(C#N)(C)C)C(C#N)(C)C (azo-bis-isobutyronitrile). The solvent is C(Cl)(Cl)(Cl)Cl (carbon tetrachloride). Conditions: temperature 0 celsius. Yields the product BrC(C(=O)OC)(C)OC1=C(C=C(C=C1)Cl)Cl (methyl 2-bromo-2-(2',4'-dichlorophenoxy)-propionate). Yield: 82.0%. As a reaction SMILES: [Cl:1][C:2]1[CH:14]=[C:13]([Cl:15])[CH:12]=[CH:11][C:3]=1[O:4][CH:5]([CH3:10])[C:6]([O:8][CH3:9])=[O:7].[Br:16]N1C(=O)CCC1=O.N(C(C)(C)C#N)=NC(C)(C)C#N.C1(=O)NC(=O)CC1>C(Cl)(Cl)(Cl)Cl>[Br:16][C:5]([O:4][C:3]1[CH:11]=[CH:12][C:13]([Cl:15])=[CH:14][C:2]=1[Cl:1])([CH3:10])[C:6]([O:8][CH3:9])=[O:7]. Reported procedure: 37.5 parts of methyl 2-(2',4'-dichlorophenoxy)-propionate and 26.7 parts of N-bromosuccinimide in 300 parts of carbon tetrachloride are boiled under reflux, 0.1 part of azo-bis-isobutyronitrile being added every 45 minutes. The mixture is refluxed until the succinimide formed floats on the solvent. A total reaction time of 10 hours is required. The mixture is then cooled to 0° C. and filtered, and the filtrate is concentrated under reduced pressure. 36.9 parts (82% of theory) of methyl 2-bromo-2...